Dataset: the Open Reaction Database (ORD), a public repository of structured organic reaction records. Task: describe an organic reaction: reactants, conditions, products, and yield Reactants: COc1cc2c(cc1Br)C(C)=CCC2(C)C, CCS, Cl, [H-], [Na+], CN(C)C=O, O. Yields the product CC1=CCC(C)(C)c2cc(O)c(Br)cc21. As a reaction SMILES: [Br:6][c:7]1[cH:8][c:9]2[c:14]([cH:15][c:16]1[O:17][CH3:18])[C:13]([CH3:19])([CH3:20])[CH2:12][CH:11]=[C:10]2[CH3:21].[CH2:3]([SH:4])[CH3:5].[ClH:22].[H-:1].[Na+:2].[O:23]=[CH:24][N:25]([CH3:26])[CH3:27].[OH2:28]>>[Br:6][c:7]1[cH:8][c:9]2[c:14]([cH:15][c:16]1[OH:17])[C:13]([CH3:19])([CH3:20])[CH2:12][CH:11]=[C:10]2[CH3:21]. Yields the product OC1=CC=C(C=C)C=C1.O=C1N(CCC1)C(C)OC1=CC=C(C=C)C=C1 (p-hydroxystyrene p-(1-(2-oxo-1-pyrrolidinyl)ethoxy)styrene). The solvent is C(C(C)C)C(=O)C (methyl isobutyl ketone). Reported procedure: Into 200 parts of propylene glycol monomethyl ether acetate was dissolved 50.0 parts of poly(p-vinylphenol) [“VP-2500”, manufactured by Nippon Soda, having a weight average molecular weight of 4,000 and a distribution of 1.15]. The solution was cooled to room temperature and a catalytic amount of p-toluenesulfonic acid was added thereto and dissolved. To this solution was added dropwise 4.63 parts of N-vinyl-2-pyrrolidone over 30 minutes. Then the solution was kept at room temperature for 2 hour... Run at time 2 hour. RXN SMILES: C(OC(C)COC)(=O)C.[CH:10]#[C:11][C:12]1[CH:17]=[CH:16][C:15]([OH:18])=[CH:14][CH:13]=1.C1(C)C=CC(S(O)(=O)=O)=CC=1.[CH:30]([N:32]1[CH2:36][CH2:35][CH2:34][C:33]1=[O:37])=[CH2:31]>C(C(C)=O)C(C)C>[OH:18][C:15]1[CH:16]=[CH:17][C:12]([CH:11]=[CH2:10])=[CH:13][CH:14]=1.[O:37]=[C:33]1[CH2:34][CH2:35][CH2:36][N:32]1[CH:30]([O:18][C:15]1[CH:16]=[CH:17][C:12]([CH:11]=[CH2:10])=[CH:13][CH:14]=1)[CH3:31] |f:5.6|. Starting materials: C(=C)N1C(CCC1)=O (N-vinyl-2-pyrrolidone), C(C)(=O)OC(COC)C (propylene glycol monomethyl ether acetate), C#CC1=CC=C(C=C1)O (poly(p-vinylphenol)), C1(=CC=C(C=C1)S(=O)(=O)O)C (p-toluenesulfonic acid). Starting materials: Cl (hydrochloric acid), C(C#C)N1C(NCC1)=NC1=C(C=CC=C1F)Br (1-propargyl-2-(2-bromo-6-fluorophenylimino)-imidazolidine), N1CNCC1 (imidazolidine). The solvent is C(C)O (ethanol). Product: BrC1=C(C(=CC=C1)F)N1C=2N(CC1=C)CCN2 (1-(2-Bromo-6-fluorophenyl)-2,3,5,6-tetrahydro-2-methylene-1H-imidazo[1,2-a]imidazole). Reaction SMILES: [CH2:1]([N:4]1[CH2:8][CH2:7][NH:6][C:5]1=[N:9][C:10]1[C:15]([F:16])=[CH:14][CH:13]=[CH:12][C:11]=1[Br:17])[C:2]#[CH:3].Cl.N1CCNC1>C(O)C>[Br:17][C:11]1[CH:12]=[CH:13][CH:14]=[C:15]([F:16])[C:10]=1[N:9]1[C:2](=[CH2:3])[CH2:1][N:4]2[CH2:8][CH2:7][N:6]=[C:5]12. Procedure details: A quantity of 8.9 gm of 1-propargyl-2-(2-bromo-6-fluorophenylimino)-imidazolidine was refluxed in 60 ml of absolute ethanol for about 11 hours. Then the solvent was eliminated in vacuo, and the remaining residue was dissolved in dilute (approximately 1N) hydrochloric acid. The imidazolidine derivative used (identified by thin layer chromatography) was then eliminated by fractional extraction with ethyl acetate at increasing pH values (rendered alkaline with 2N NaOH). As soon as the starting imid... Reactants: C1(CC1)NC(=O)[C@H]1NCC[C@@H]1O ((2S,3S)-3-hydroxy-pyrrolidine-2-carboxylic acid cyclopropylamide), [H-].[H-].[H-].[H-].[Li+].[Al+3] (LAH). The reagents and catalysts are [OH-].[Na+] (NaOH). Solvent: C1CCOC1 (THF), O (water), O (water). Conditions: time 30 minute. Yields the product C1(CC1)NC[C@H]1NCC[C@@H]1O ((2R,3S)-2-cyclopropylaminomethyl-pyrrolidin-3-ol). The yield is 25.6%. Reaction SMILES: [CH:1]1([NH:4][C:5]([C@@H:7]2[C@@H:11]([OH:12])[CH2:10][CH2:9][NH:8]2)=O)[CH2:3][CH2:2]1.[H-].[H-].[H-].[H-].[Li+].[Al+3]>C1COCC1.O.[OH-].[Na+]>[CH:1]1([NH:4][CH2:5][C@@H:7]2[C@@H:11]([OH:12])[CH2:10][CH2:9][NH:8]2)[CH2:3][CH2:2]1 |f:1.2.3.4.5.6,9.10|. Procedure: A mixture of (2S,3S)-3-hydroxy-pyrrolidine-2-carboxylic acid cyclopropylamide (3.5 g, 20 mmol) and LAH (2.3 g, 3 eq.) in THF (50 mL) was heated to reflux for 2 hours. The cooled reaction was diluted with water (2.3 mL), a few drops of 10% NaOH, then water (2.3 mL). After stirring for 30 mins, the insolubles were filtered off, the filtrate was concentrated to give 0.8 g of (2R,3S)-2-cyclopropylaminomethyl-pyrrolidin-3-ol as a pale yellow oil. MS m/z 157 [M++1]. Reactants: CC(C)(C)CC(=O)Cl, CCOC(C)=O, ClCCl, Cc1ccc(NC(=O)c2ccc(N3CCNCC3)nc2)cc1I. Product: Cc1ccc(NC(=O)c2ccc(N3CCN(C(=O)CC(C)(C)C)CC3)nc2)cc1I. As a reaction SMILES: [CH3:1][C:2]([CH2:3][C:4](=[O:5])[Cl:6])([CH3:7])[CH3:8].[CH3:35][CH2:36][O:37][C:38](=[O:39])[CH3:40].[Cl:32][CH2:33][Cl:34].[I:9][c:10]1[cH:11][c:12]([NH:17][C:18]([c:19]2[cH:20][n:21][c:22]([N:25]3[CH2:26][CH2:27][NH:28][CH2:29][CH2:30]3)[cH:23][cH:24]2)=[O:31])[cH:13][cH:14][c:15]1[CH3:16]>>[CH3:1][C:2]([CH2:3][C:4](=[O:5])[N:28]1[CH2:27][CH2:26][N:25]([c:22]2[n:21][cH:20][c:19]([C:18]([NH:17][c:12]3[cH:11][c:10]([I:9])[c:15]([CH3:16])[cH:14][cH:13]3)=[O:31])[cH:24][cH:23]2)[CH2:30][CH2:29]1)([CH3:7])[CH3:8]. Starting materials: FC(F)(F)c1ccc(Br)nc1, CS(C)=O, N#C[Cu], [NH4+], [OH-]. The product is N#Cc1ccc(C(F)(F)F)cn1. As a reaction SMILES: [Br:4][c:5]1[n:6][cH:7][c:8]([C:11]([F:12])([F:13])[F:14])[cH:9][cH:10]1.[CH3:17][S:18]([CH3:19])=[O:20].[Cu:1][C:2]#[N:3].[NH4+:16].[OH-:15]>>[C:2](#[N:3])[c:5]1[n:6][cH:7][c:8]([C:11]([F:12])([F:13])[F:14])[cH:9][cH:10]1. The reactants are FC(C1=CC=C(CN2N=C3N(NC(C(=C3C3=CC=C(C=C3)Cl)C3=CC=C(C=C3)Cl)C)C2=O)C=C1)(F)F (2-(4-(trifluoromethyl)benzyl)-7,8-bis(4-chlorophenyl)-6-methyl-5,6-dihydro-[1,2,4]triazolo[4,3-b]pyridazin-3(2H)-one), C(C)(C)N(CC)C(C)C (diisopropyl ethyl amine), C(C)(=O)Cl (acetyl chloride). The solvent is C(Cl)Cl (CH2Cl2). Run at time 2 hour. The product is FC(C1=CC=C(CN2N=C3N(N(C(C(=C3C3=CC=C(C=C3)Cl)C3=CC=C(C=C3)Cl)C)C(C)=O)C2=O)C=C1)(F)F (2-(4-(Trifluoromethyl)benzyl)-5-acetyl-7,8-bis(4-chlorophenyl)-6-methyl-5,6-dihydro-[1,2,4]triazolo[4,3-b]pyridazin-3(2H)-one). The yield is 69.8%. Reaction SMILES: [F:1][C:2]([F:36])([F:35])[C:3]1[CH:34]=[CH:33][C:6]([CH2:7][N:8]2[C:31](=[O:32])[N:11]3[NH:12][CH:13]([CH3:30])[C:14]([C:23]4[CH:28]=[CH:27][C:26]([Cl:29])=[CH:25][CH:24]=4)=[C:15]([C:16]4[CH:21]=[CH:20][C:19]([Cl:22])=[CH:18][CH:17]=4)[C:10]3=[N:9]2)=[CH:5][CH:4]=1.C(N(C(C)C)CC)(C)C.[C:46](Cl)(=[O:48])[CH3:47]>C(Cl)Cl>[F:36][C:2]([F:35])([F:1])[C:3]1[CH:4]=[CH:5][C:6]([CH2:7][N:8]2[C:31](=[O:32])[N:11]3[N:12]([C:46](=[O:48])[CH3:47])[CH:13]([CH3:30])[C:14]([C:23]4[CH:28]=[CH:27][C:26]([Cl:29])=[CH:25][CH:24]=4)=[C:15]([C:16]4[CH:17]=[CH:18][C:19]([Cl:22])=[CH:20][CH:21]=4)[C:10]3=[N:9]2)=[CH:33][CH:34]=1. Reported procedure: To a solution of 2-(4-(trifluoromethyl)benzyl)-7,8-bis(4-chlorophenyl)-6-methyl-5,6-dihydro-[1,2,4]triazolo[4,3-b]pyridazin-3(2H)-one (8 mg, 0.015 mmol), prepared as described in Example 469 in CH2Cl2 (0.2 mL) at RT was added diisopropyl ethyl amine (5.8 mg, 0.045 mmol), followed by acetyl chloride (2.4 mg, 0.030 mmol). The reaction was stirred at RT for 2 h. LC-MS showed the completion of the reaction. The solvent was evaporated and the residue was purified using reverse phase HPLC to give the ... Reactants: [Na] (sodium), ClC=1C(=NON1)C=1C=NC=CC1 (3-(4-chloro-1,2,5-oxadiazol-3-yl)pyridine), C(CCC)O (1-butanol). Conditions: temperature 25 celsius, time 2 hour. Yields the product C(CCC)OC=1C(=NON1)C=1C=NC=CC1 (3-(4-butyloxy-1,2,5-oxadiazol-3-yl)pyridine). RXN SMILES: [Na].Cl[C:3]1[C:4]([C:8]2[CH:9]=[N:10][CH:11]=[CH:12][CH:13]=2)=[N:5][O:6][N:7]=1.[CH2:14]([OH:18])[CH2:15][CH2:16][CH3:17]>>[CH2:14]([O:18][C:3]1[C:4]([C:8]2[CH:9]=[N:10][CH:11]=[CH:12][CH:13]=2)=[N:5][O:6][N:7]=1)[CH2:15][CH2:16][CH3:17] |^1:0|. Procedure details: To a solution of sodium (150 mg, 6.5 mmol) in 1-butanol (5 ml) was added 3-(4-chloro-1,2,5-oxadiazol-3-yl)pyridine (350 mg, 1.9 mmol). The mixture was stirred at 25° C. for 2 h and evaporated. The residue was dissolved in water and extracted with ether. The combined organic phases were dried and evaporated to give the title compound.